Dataset: the Open Reaction Database (ORD), a public repository of structured organic reaction records. Task: describe an organic reaction: reactants, conditions, products, and yield Starting materials: CC(C)(C)c1ccc(OCC2CO2)cc1, O=C1C(=O)c2ccc(N3CCOCC3)cc2C2=C1SCC1(CCNCC1)O2. Product: CC(C)(C)c1ccc(OCC(O)CN2CCC3(CC2)CSC2=C(O3)c3cc(N4CCOCC4)ccc3C(=O)C2=O)cc1. As a reaction SMILES: [C:28]([CH3:29])([CH3:30])([CH3:31])[c:32]1[cH:33][cH:34][c:35]([O:36][CH2:37][CH:38]2[O:39][CH2:40]2)[cH:41][cH:42]1.[O:1]1[CH2:2][CH2:3][N:4]([c:7]2[cH:8][cH:9][c:10]3[c:24]([cH:25]2)[C:14]2=[C:13]([C:12](=[O:26])[C:11]3=[O:27])[S:18][CH2:17][C:16]3([O:15]2)[CH2:19][CH2:20][NH:21][CH2:22][CH2:23]3)[CH2:5][CH2:6]1>>[O:1]1[CH2:2][CH2:3][N:4]([c:7]2[cH:8][cH:9][c:10]3[c:24]([cH:25]2)[C:14]2=[C:13]([C:12](=[O:26])[C:11]3=[O:27])[S:18][CH2:17][C:16]3([O:15]2)[CH2:19][CH2:20][N:21]([CH2:40][CH:38]([CH2:37][O:36][c:35]2[cH:34][cH:33][c:32]([C:28]([CH3:29])([CH3:30])[CH3:31])[cH:42][cH:41]2)[OH:39])[CH2:22][CH2:23]3)[CH2:5][CH2:6]1. As a reaction SMILES: [Cl:1][C:2]1[CH:7]=[C:6]([Cl:8])[C:5]([OH:9])=[CH:4][C:3]=1[N:10]1[C:14](=[O:15])[N:13]([CH3:16])[C:12]([CH:17]([F:19])[F:18])=[N:11]1.C(=O)([O-])[O-].[K+].[K+].I[CH2:27][C:28]([NH2:30])=[O:29]>CC(C)=O>[Cl:8][C:6]1[CH:7]=[C:2]([Cl:1])[C:3]([N:10]2[C:14](=[O:15])[N:13]([CH3:16])[C:12]([CH:17]([F:18])[F:19])=[N:11]2)=[CH:4][C:5]=1[O:9][CH2:27][C:28]([NH2:30])=[O:29] |f:1.2.3|. Reactants: ClC1=C(C=C(C(=C1)Cl)O)N1N=C(N(C1=O)C)C(F)F (1-(2,4-dichloro-5-hydroxyphenyl)-3-difluromethyl-4,5-dihydro-4-methyl-1,2,4-triazol-5(1H)-one), C([O-])([O-])=O.[K+].[K+] (potassium carbonate), ICC(=O)N (iodoacetamide). Isolated yield 817.1%. Product: ClC1=C(OCC(=O)N)C=C(C(=C1)Cl)N1N=C(N(C1=O)C)C(F)F ([2,4-dichloro-5-(3-difluoromethyl-4,5-dihydro-4-methyl-5-oxo-1H-1,2,4-triazol-1-yl)phenoxy]acetamide). Solvent: CC(=O)C (acetone). Procedure: In a manner similar to Example 1, the reaction of 0.72 g (0.00023 mole) of 1-(2,4-dichloro-5-hydroxyphenyl)-3-difluromethyl-4,5-dihydro-4-methyl-1,2,4-triazol-5(1H)-one, 0.32 g (0.00023 mole) of potassium carbonate, and 0.47 g (0.00025 mole) of iodoacetamide in 5 mL of acetone produced 0.69 g of [2,4-dichloro-5-(3-difluoromethyl-4,5-dihydro-4-methyl-5-oxo-1H-1,2,4-triazol-1-yl)phenoxy]acetamide (mp 190°-193.5° C).